This data is from the Open Reaction Database (ORD), a public repository of structured organic reaction records. The task is: describe an organic reaction: reactants, conditions, products, and yield Starting materials: ClC1=C(C=CC(=C1)Cl)C=1N=C(C(=NC1CC)N[C@H]1[C@H](CC2=CC=CC=C12)O)CC ((1R,2S)-1-{[5-(2,4-dichlorophenyl)-3,6-diethylpyrazin-2-yl]amino}-2,3-dihydro-1H-inden-2-ol), BrC=1N=C(C(=NC1CC)NC1CCC2=NC=CC=C21)CC (N-(5-bromo-3,6-diethylpyrazin-2-yl)-6,7-dihydro-5H-cyclopenta[b]pyridin-5-amine). Reagents/catalysts: [Pd].C1(=CC=CC=C1)P(C1=CC=CC=C1)C1=CC=CC=C1.C1(=CC=CC=C1)P(C1=CC=CC=C1)C1=CC=CC=C1.C1(=CC=CC=C1)P(C1=CC=CC=C1)C1=CC=CC=C1.C1(=CC=CC=C1)P(C1=CC=CC=C1)C1=CC=CC=C1 (tetrakis(triphenylphosphine) palladium). Solvent: COCCOC (ethylene glycol dimethyl ether). Yields the product ClC1=C(C=CC(=C1)Cl)C=1N=C(C(=NC1CC)NC1CCC2=NC=CC=C21)CC (N-[5-(2,4-dichlorophenyl)-3,6-diethylpyrazin-2-yl]-6,7-dihydro-5H-cyclopenta[b]pyridin-5-amine). RXN SMILES: [Cl:1][C:2]1[CH:7]=[C:6]([Cl:8])[CH:5]=[CH:4][C:3]=1[C:9]1[N:10]=[C:11]([CH2:28][CH3:29])[C:12]([NH:17][C@@H:18]2[C:26]3[C:21](=C[CH:23]=[CH:24][CH:25]=3)[CH2:20][C@@H:19]2O)=[N:13][C:14]=1[CH2:15][CH3:16].BrC1[N:32]=C(CC)C(NC2C3C(=NC=CC=3)CC2)=NC=1CC>[Pd].C1(P(C2C=CC=CC=2)C2C=CC=CC=2)C=CC=CC=1.C1(P(C2C=CC=CC=2)C2C=CC=CC=2)C=CC=CC=1.C1(P(C2C=CC=CC=2)C2C=CC=CC=2)C=CC=CC=1.C1(P(C2C=CC=CC=2)C2C=CC=CC=2)C=CC=CC=1.COCCOC>[Cl:1][C:2]1[CH:7]=[C:6]([Cl:8])[CH:5]=[CH:4][C:3]=1[C:9]1[N:10]=[C:11]([CH2:28][CH3:29])[C:12]([NH:17][CH:18]2[C:26]3[C:25](=[N:32][CH:19]=[CH:20][CH:21]=3)[CH2:24][CH2:23]2)=[N:13][C:14]=1[CH2:15][CH3:16] |f:2.3.4.5.6|. Reported procedure: Following the procedure for the preparation of (1R,2S)-1-{[5-(2,4-dichlorophenyl)-3,6-diethylpyrazin-2-yl]amino}-2,3-dihydro-1H-inden-2-ol but substituting N-(5-bromo-3,6-diethylpyrazin-2-yl)-6,7-dihydro-5H-cyclopenta[b]pyridin-5-amine, ethylene glycol dimethyl ether and tetrakis(triphenylphosphine) palladium and making non-critical variations provided the title compound as a oil: 1H NMR (400 MHz, CDCl3) δ) 8.50, 7.73, 7.51, 7.36-7.28, 7.17, 5.88, 4.67, 3.26-3.08, 2.86, 2.70, 2.51, 2.05-1.96, 1.... The reagents and catalysts are C=1C=CC(=CC1)[P](C=2C=CC=CC2)(C=3C=CC=CC3)[Pd]([P](C=4C=CC=CC4)(C=5C=CC=CC5)C=6C=CC=CC6)([P](C=7C=CC=CC7)(C=8C=CC=CC8)C=9C=CC=CC9)[P](C=1C=CC=CC1)(C=1C=CC=CC1)C=1C=CC=CC1 (tetrakis(triphenylphosphine)palladium(0)). Run at temperature 130 celsius, time 1.5 hour. Solvent: CN(C)C=O (DMF). Procedure details: A mixture of 7-chloro-1-(2,6-difluorophenyl)-4-methoxy-1H-pyrazolo[4,3-c]pyridin-3-yl trifluoromethanesulfonate (100 mg), (4-(4,4,5,5-tetramethyl-1,3,2-dioxaborolan-2-yl)-2-thienyl)acetonitrile (84.0 mg) obtained in Step A of Example 93, tetrakis(triphenylphosphine)palladium(0) (13.0 mg) and 2M aqueous sodium carbonate solution (0.200 mL) in DMF (2 mL) was stirred under microwave irradiation at 130° C. for 1.5 hr. The reaction mixture was added to water, and the mixture was extracted with ethyl ... Starting materials: FC(S(=O)(=O)OC1=NN(C2=C1C(=NC=C2Cl)OC)C2=C(C=CC=C2F)F)(F)F (7-chloro-1-(2,6-difluorophenyl)-4-methoxy-1H-pyrazolo[4,3-c]pyridin-3-yl trifluoromethanesulfonate), CC1(OB(OC1(C)C)C=1C=C(SC1)CC#N)C ((4-(4,4,5,5-tetramethyl-1,3,2-dioxaborolan-2-yl)-2-thienyl)acetonitrile), C([O-])([O-])=O.[Na+].[Na+] (sodium carbonate), O (water). Yields the product ClC=1C2=C(C(=NC1)OC)C(=NN2C2=C(C=CC=C2F)F)C=2C=C(SC2)CC#N ((4-(7-chloro-1-(2,6-difluorophenyl)-4-methoxy-1H-pyrazolo[4,3-c]pyridin-3-yl)-2-thienyl)acetonitrile). Yield: 74.7%. As a reaction SMILES: FC(F)(F)S(O[C:7]1[C:11]2[C:12]([O:17][CH3:18])=[N:13][CH:14]=[C:15]([Cl:16])[C:10]=2[N:9]([C:19]2[C:24]([F:25])=[CH:23][CH:22]=[CH:21][C:20]=2[F:26])[N:8]=1)(=O)=O.CC1(C)C(C)(C)OB([C:37]2[CH:38]=[C:39]([CH2:42][C:43]#[N:44])[S:40][CH:41]=2)O1.C(=O)([O-])[O-].[Na+].[Na+].O>CN(C=O)C.C1C=CC([P]([Pd]([P](C2C=CC=CC=2)(C2C=CC=CC=2)C2C=CC=CC=2)([P](C2C=CC=CC=2)(C2C=CC=CC=2)C2C=CC=CC=2)[P](C2C=CC=CC=2)(C2C=CC=CC=2)C2C=CC=CC=2)(C2C=CC=CC=2)C2C=CC=CC=2)=CC=1>[Cl:16][C:15]1[C:10]2[N:9]([C:19]3[C:20]([F:26])=[CH:21][CH:22]=[CH:23][C:24]=3[F:25])[N:8]=[C:7]([C:37]3[CH:38]=[C:39]([CH2:42][C:43]#[N:44])[S:40][CH:41]=3)[C:11]=2[C:12]([O:17][CH3:18])=[N:13][CH:14]=1 |f:2.3.4,^1:61,63,82,101|.